Task: describe an organic reaction: reactants, conditions, products, and yield. Dataset: the Open Reaction Database (ORD), a public repository of structured organic reaction records Starting materials: O (Water), BrC1=C(C=CC(=C1)[N+](=O)[O-])OC (2-bromo-4-nitroanisole), Cl.NCC1=CC=C(C=C1)B(O)O (4-(aminomethyl)phenylboronic acid hydrochloride), [Na] (sodium). Reagents/catalysts: C(C)(=O)[O-].[Pd+2].C(C)(=O)[O-] (palladium(II)acetate), C1(=CC=CC=C1)P(C1=CC=CC=C1)C1=CC=CC=C1 (Triphenylphosphine). Run in C(CC)O (1-propanol). Run at temperature 95 celsius, time 2 hour. Yields the product NCC1=CC=C(C=C1)C1=C(C=CC(=C1)[N+](=O)[O-])OC (2-(4-aminomethylphenyl)-4-nitroanisole). The yield is 71.2%. RXN SMILES: Br[C:2]1[CH:7]=[C:6]([N+:8]([O-:10])=[O:9])[CH:5]=[CH:4][C:3]=1[O:11][CH3:12].Cl.[NH2:14][CH2:15][C:16]1[CH:21]=[CH:20][C:19](B(O)O)=[CH:18][CH:17]=1.[Na].O>C(O)CC.C([O-])(=O)C.[Pd+2].C([O-])(=O)C.C1(P(C2C=CC=CC=2)C2C=CC=CC=2)C=CC=CC=1>[NH2:14][CH2:15][C:16]1[CH:21]=[CH:20][C:19]([C:2]2[CH:7]=[C:6]([N+:8]([O-:10])=[O:9])[CH:5]=[CH:4][C:3]=2[O:11][CH3:12])=[CH:18][CH:17]=1 |f:1.2,6.7.8,^1:24|. Reported procedure: A mixture of 2-bromo-4-nitroanisole (5.80 g, 25.0 mmol) and 4-(aminomethyl)phenylboronic acid hydrochloride (4.96 g, 26.6 mmol) was slurried in 1-propanol (50 mL) under nitrogen. Triphenylphosphine (315 mg, 1.20 mmol) and palladium(II)acetate (90 mg, 0.40 mmol) were added, followed by 2.0N sodium carabonate (33 mL, 66 mmol). The mixture was heated at 95° C. (oil bath) under nitrogen for 3 hours, at which time the reaction was judged to be complete by TLC. Water (25 mL) was added and the mixture ... Starting materials: CCC(C)=O, [Cl-], COc1ccc(OCCOCCCl)c(Cl)c1, [I-], [Na+]. Product: COc1ccc(OCCOCCI)c(Cl)c1. RXN SMILES: [CH3:20][C:21](=[O:22])[CH2:23][CH3:24].[Cl-:1].[Cl:2][c:3]1[c:4]([O:5][CH2:6][CH2:7][O:8][CH2:9][CH2:10][Cl:11])[cH:12][cH:13][c:14]([O:16][CH3:17])[cH:15]1.[I-:19].[Na+:18]>>[Cl:2][c:3]1[c:4]([O:5][CH2:6][CH2:7][O:8][CH2:9][CH2:10][I:19])[cH:12][cH:13][c:14]([O:16][CH3:17])[cH:15]1. Reactants: ClC1=C(C=C(C=C1)NN=C1N=C(OC1=O)C1=C(C=CC=C1)F)COCCC(C)C (4-[4-chloro-3-[(3-methylbutoxy)methyl]phenyl hydrazono]-2-(2-fluorophenyl)-2-oxazolin-5-one), O.N (ammonia water), Cl (hydrochloric acid). Solvent: CC(=O)C (acetone). Product: ClC1=C(C=C(C=C1)N1N=C(N=C1C1=C(C=CC=C1)F)C(=O)N)COCCC(C)C (1-[4-chloro-3-[(3-methylbutoxy)methyl]phenyl]-5-(2-fluorophenyl)-1H-1,2,4-triazole-3-carboxamide). Isolated yield 82.3%. Reaction SMILES: [Cl:1][C:2]1[CH:7]=[CH:6][C:5]([NH:8][N:9]=[C:10]2[C:14](=O)[O:13][C:12]([C:16]3[CH:21]=[CH:20][CH:19]=[CH:18][C:17]=3[F:22])=[N:11]2)=[CH:4][C:3]=1[CH2:23][O:24][CH2:25][CH2:26][CH:27]([CH3:29])[CH3:28].O.[NH3:31].Cl>CC(C)=O>[Cl:1][C:2]1[CH:7]=[CH:6][C:5]([N:8]2[C:12]([C:16]3[CH:21]=[CH:20][CH:19]=[CH:18][C:17]=3[F:22])=[N:11][C:10]([C:14]([NH2:31])=[O:13])=[N:9]2)=[CH:4][C:3]=1[CH2:23][O:24][CH2:25][CH2:26][CH:27]([CH3:29])[CH3:28] |f:1.2|. Procedure: In 10 ml of acetone, 1.294 g (3 mmol) of 4-[4-chloro-3-[(3-methylbutoxy)methyl]phenyl hydrazono]-2-(2-fluorophenyl)-2-oxazolin-5-one synthesized in the similar way to Examples 1~2, Reference Example 1 was suspended, followed by the addition of 0.6 ml of concentrated ammonia water and 30-minute stirring at room temperature. The resulting solution was made acid by adding 0.6 ml of concentrated hydrochloric acid and further stirred at 50° C. for 30 minutes. Acetone was distilled off and the residue...